From a dataset of the Open Reaction Database (ORD), a public repository of structured organic reaction records. describe an organic reaction: reactants, conditions, products, and yield Reactants: NC1=CC=C(C=C1)C1=NN(C=C1C1=C2C(=NC=C1)NC(=C2)C2=CC=C(C=C2)CN(C)C)CC (4-[3-(4-aminophenyl)-1-ethyl-1H-pyrazol-4-yl]-2-[4-(dimethylaminomethyl)phenyl]-1H-pyrrolo[2,3-b]pyridine), C(C)N=C=O (ethyl isocyanate). The product is CCNC(=O)NC1=CC=C(C=C1)C2=NN(C=C2C3=C4C=C(NC4=NC=C3)C5=CC=C(C=C5)CN(C)C)CC (4-[3-(4-N-ethylcarbamylaminophenyl)-1-ethyl-1H-pyrazol-4-yl]-2-[4-(dimethylaminomethyl)phenyl]-1H-pyrrolo[2,3-b]pyridine). Reaction SMILES: [NH2:1][C:2]1[CH:7]=[CH:6][C:5]([C:8]2[C:12]([C:13]3[CH:18]=[CH:17][N:16]=[C:15]4[NH:19][C:20]([C:22]5[CH:27]=[CH:26][C:25]([CH2:28][N:29]([CH3:31])[CH3:30])=[CH:24][CH:23]=5)=[CH:21][C:14]=34)=[CH:11][N:10]([CH2:32][CH3:33])[N:9]=2)=[CH:4][CH:3]=1.[CH2:34]([N:36]=[C:37]=[O:38])[CH3:35]>>[CH3:35][CH2:34][NH:36][C:37]([NH:1][C:2]1[CH:3]=[CH:4][C:5]([C:8]2[C:12]([C:13]3[CH:18]=[CH:17][N:16]=[C:15]4[C:14]=3[CH:21]=[C:20]([C:22]3[CH:27]=[CH:26][C:25]([CH2:28][N:29]([CH3:30])[CH3:31])=[CH:24][CH:23]=3)[NH:19]4)=[CH:11][N:10]([CH2:32][CH3:33])[N:9]=2)=[CH:6][CH:7]=1)=[O:38]. Procedure details: Following the procedure described in Example 48 using 4-[3-(4-aminophenyl)-1-ethyl-1H-pyrazol-4-yl]-2-[4-(dimethylaminomethyl)phenyl]-1H-pyrrolo[2,3-b]pyridine and ethyl isocyanate provided the title compound. ESMS (M+H)+: 508.4 Starting materials: CSC1=NC=CC(=N1)O (2-(methylthio)-4-pyrimidinol), NC1=CC(=C(C(=O)N[C@@H]2[C@@H](CN(CC2)CCCN)OC)C=C1Cl)OC (cis-4-amino-N-[1-(3-aminopropyl)-3-methoxy-4-piperidinyl]-5-chloro-2-methoxybenzamide), CSC1=NC=CC(=N1)O (2-(methylthio)-4-pyrimidinol). Run in C(C)#N (acetonitrile). Conditions: time 40 hour. Yields the product O.NC1=CC(=C(C(=O)N[C@@H]2[C@@H](CN(CC2)CCCNC2=NC=CC(=N2)O)OC)C=C1Cl)OC (cis-4-amino-5-chloro-N-[1-[3-[(4-hydroxy-2-pyrimidinyl)amino]propyl]-3-methoxy-4-piperidinyl]-2-methoxybenzamide monohydrate). Yield: 39.5%. Reaction SMILES: CS[C:3]1[N:8]=[C:7]([OH:9])[CH:6]=[CH:5][N:4]=1.[NH2:10][C:11]1[C:31]([Cl:32])=[CH:30][C:14]([C:15]([NH:17][C@H:18]2[CH2:23][CH2:22][N:21]([CH2:24][CH2:25][CH2:26][NH2:27])[CH2:20][C@H:19]2[O:28][CH3:29])=[O:16])=[C:13]([O:33][CH3:34])[CH:12]=1>C(#N)C>[OH2:9].[NH2:10][C:11]1[C:31]([Cl:32])=[CH:30][C:14]([C:15]([NH:17][C@H:18]2[CH2:23][CH2:22][N:21]([CH2:24][CH2:25][CH2:26][NH:27][C:3]3[N:8]=[C:7]([OH:9])[CH:6]=[CH:5][N:4]=3)[CH2:20][C@H:19]2[O:28][CH3:29])=[O:16])=[C:13]([O:33][CH3:34])[CH:12]=1 |f:3.4|. Reported procedure: A mixture of 1.56 parts of 2-(methylthio)-4-pyrimidinol, 3.7 parts of cis-4-amino-N-[1-(3-aminopropyl)-3-methoxy-4-piperidinyl]-5-chloro-2-methoxybenzamide and 64 parts of acetonitrile was stirred for 40 hours at reflux temperature. Another portion of 0.7 parts of 2-(methylthio)-4-pyrimidinol was added and stirring was continued over weekend at reflux temperature. The reaction mixture was evaporated. The residue was taken up in trichloromethane. The whole was washed with water, saturated with am...